Dataset: the Open Reaction Database (ORD), a public repository of structured organic reaction records. Task: describe an organic reaction: reactants, conditions, products, and yield The reactants are C(C=C)OC1(CCN(CC1)C1=C(C(=NC=2N1N=C(C2)CN=[N+]=[N-])C)[C@@H](C(=O)OCC)OC(C)(C)C)C ((S)-ethyl 2-(7-(4-(allyloxy)-4-methylpiperidin-1-yl)-2-(azidomethyl)-5-methylpyrazolo[1,5-a]pyrimidin-6-yl)-2-(tert-butoxy)acetate), C(#C)C=1C=C(C=CC1)O (3-ethynylphenol), CCN(C(C)C)C(C)C (DIEA). The reagents and catalysts are [Cu]I (CuI). The solvent is C1CCOC1 (THF), CCOCC (Et2O). Conditions: time 28 hour. The product is C(C=C)OC1(CCN(CC1)C1=C(C(=NC=2N1N=C(C2)CN2N=NC(=C2)C2=CC(=CC=C2)O)C)[C@@H](C(=O)OCC)OC(C)(C)C)C ((S)-ethyl 2-(7-(4-(allyloxy)-4-methylpiperidin-1-yl)-2-((4-(3-hydroxyphenyl)-1H-1,2,3-triazol-1-yl)methyl)-5-methylpyrazolo[1,5-a]pyrimidin-6-yl)-2-(tert-butoxy)acetate). The yield is 60.7%. Reaction SMILES: [CH2:1]([O:4][C:5]1([CH3:36])[CH2:10][CH2:9][N:8]([C:11]2[N:16]3[N:17]=[C:18]([CH2:20][N:21]=[N+:22]=[N-:23])[CH:19]=[C:15]3[N:14]=[C:13]([CH3:24])[C:12]=2[C@H:25]([O:31][C:32]([CH3:35])([CH3:34])[CH3:33])[C:26]([O:28][CH2:29][CH3:30])=[O:27])[CH2:7][CH2:6]1)[CH:2]=[CH2:3].[C:37]([C:39]1[CH:40]=[C:41]([OH:45])[CH:42]=[CH:43][CH:44]=1)#[CH:38].CCN(C(C)C)C(C)C>C1COCC1.CCOCC.[Cu]I>[CH2:1]([O:4][C:5]1([CH3:36])[CH2:10][CH2:9][N:8]([C:11]2[N:16]3[N:17]=[C:18]([CH2:20][N:21]4[CH:38]=[C:37]([C:39]5[CH:44]=[CH:43][CH:42]=[C:41]([OH:45])[CH:40]=5)[N:23]=[N:22]4)[CH:19]=[C:15]3[N:14]=[C:13]([CH3:24])[C:12]=2[C@H:25]([O:31][C:32]([CH3:35])([CH3:34])[CH3:33])[C:26]([O:28][CH2:29][CH3:30])=[O:27])[CH2:7][CH2:6]1)[CH:2]=[CH2:3]. Reported procedure: To a stirred clear yellow solution of (S)-ethyl 2-(7-(4-(allyloxy)-4-methylpiperidin-1-yl)-2-(azidomethyl)-5-methylpyrazolo[1,5-a]pyrimidin-6-yl)-2-(tert-butoxy)acetate (0.070 g, 0.140 mmol), 3-ethynylphenol (0.083 g, 0.701 mmol) and DIEA (0.122 ml, 0.701 mmol) in THF (5 mL) was added CuI (0.053 g, 0.280 mmol) at rt. After 28 h, the reaction mixture was diluted with Et2O (50 mL), washed with water (2×10 mL), brine (10 mL), dried (MgSO4), filtered and concentrated to give yellow oil which was pur... The reactants are CN1C=C(C2=CC=CC=C12)C(N)=S (1-Methylindole-3-thiocarboxamide), Br.BrCC(=O)C=1C=[NH+]C=CC1 (3-bromoacetylpyridinium hydrobromide). The solvent is CN(C)C=O (DMF), CN(C)C=O (DMF). Conditions: time 10 minute. The product is Br.CN1C=C(C2=CC=CC=C12)C=1SC=C(N1)C=1C=[NH+]C=CC1 (3-[2-(1-Methylindol-3-yl)-1,3-thiazol-4-yl]pyridinium hydrobromide). As a reaction SMILES: [CH3:1][N:2]1[C:10]2[C:5](=[CH:6][CH:7]=[CH:8][CH:9]=2)[C:4]([C:11](=[S:13])[NH2:12])=[CH:3]1.Br.[Br:15][CH2:16][C:17]([C:19]1[CH:20]=[NH+:21][CH:22]=[CH:23][CH:24]=1)=O>CN(C=O)C>[BrH:15].[CH3:1][N:2]1[C:10]2[C:5](=[CH:6][CH:7]=[CH:8][CH:9]=2)[C:4]([C:11]2[S:13][CH:16]=[C:17]([C:19]3[CH:20]=[NH+:21][CH:22]=[CH:23][CH:24]=3)[N:12]=2)=[CH:3]1 |f:1.2,4.5|. Procedure: 1-Methylindole-3-thiocarboxamide (0.5 g) was dissolved in anhydrous DMF (5 ml). This solution was added to a stirred suspension of 3-bromoacetylpyridinium hydrobromide (1.1 g) in anhydrous DMF (2 ml). This was stirred for 10 minutes at room temperature. The title compound was isolated by filtration and was washed thoroughly with ether, 0.5 g. δH (360 MHz, DMSO-d6) 3.91 (3H, s, NCH3), 7.2-7.4 (2H, m, H-5 and H-6), 7.58 (1H, d, J=7.4 Hz, H-7), 8.03 (1H, dd, J=5.5, 8.1 Hz, H-5" β-pyr), 8.26 (1H, s,...